This data is from the Open Reaction Database (ORD), a public repository of structured organic reaction records. The task is: describe an organic reaction: reactants, conditions, products, and yield RXN SMILES: [CH3:1][N:2]([CH3:23])[CH2:3][CH2:4][CH2:5][NH:6][C:7]1[C:15]([S:16](=[O:19])(=[O:18])[NH2:17])=[CH:14][C:10]([C:11]([OH:13])=[O:12])=[CH:9][C:8]=1[N+:20]([O-])=O.[H][H]>[OH-].[Na+].[Pd]>[NH2:20][C:8]1[CH:9]=[C:10]([CH:14]=[C:15]([S:16](=[O:19])(=[O:18])[NH2:17])[C:7]=1[NH:6][CH2:5][CH2:4][CH2:3][N:2]([CH3:23])[CH3:1])[C:11]([OH:13])=[O:12] |f:2.3|. Reported procedure: 4-(3-Dimethylaminopropylamino)-3-nitro-5-sulphamyl-benzoic acid (6.92 g) was dissolved in 2N sodium hydroxide (25 ml), and the solution was hydrogenated at room temperature and 1.1 atmospheres hydrogen pressure after the addition of a palladium-on-carbon catalyst (0.35 g catalyst containing 10% Pd.). After the hydrogen uptake had become negligible, the catalyst was removed by filtration, and the filtrate was adjusted to a pH of 8 by addition of 4N hydrochloric acid. The precipitated 3-amino-4-(3... Reactants: [H][H] (hydrogen), CN(CCCNC1=C(C=C(C(=O)O)C=C1S(N)(=O)=O)[N+](=O)[O-])C (4-(3-Dimethylaminopropylamino)-3-nitro-5-sulphamyl-benzoic acid), [H][H] (hydrogen). Reagents/catalysts: [Pd] (palladium-on-carbon). The product is NC=1C=C(C(=O)O)C=C(C1NCCCN(C)C)S(N)(=O)=O (3-amino-4-(3-dimethylaminopropylamino)-5-sulphamyl-benzoic acid). The solvent is [OH-].[Na+] (sodium hydroxide).